From a dataset of the Open Reaction Database (ORD), a public repository of structured organic reaction records. describe an organic reaction: reactants, conditions, products, and yield Reactants: N[C@H]([C@H](O)C=1C=CC(=C(C1)NS(=O)(=O)C)O)C (N-(5-((1R,2S)-2-Amino-1-hydroxypropyl)-2-hydroxyphenyl)methanesulfonamide), ClC=1C=C(C=O)C=C(C1)Cl (3,5-dichlorobenzaldehyde). The solvent is CO (methanol). Conditions: time 1.5 hour. Yields the product ClC=1C=C(CN[C@H]([C@H](O)C=2C=CC(=C(C2)NS(=O)(=O)C)O)C)C=C(C1)Cl (N-(5-((1R,2S)-2-(3,5-Dichlorobenzylamino)-1-hydroxypropyl)-2-hydroxyphenyl)methanesulfonamide). The yield is 45.3%. Reaction SMILES: [NH2:1][C@@H:2]([CH3:17])[C@@H:3]([C:5]1[CH:6]=[CH:7][C:8]([OH:16])=[C:9]([NH:11][S:12]([CH3:15])(=[O:14])=[O:13])[CH:10]=1)[OH:4].[Cl:18][C:19]1[CH:20]=[C:21]([CH:24]=[C:25]([Cl:27])[CH:26]=1)[CH:22]=O>CO>[Cl:18][C:19]1[CH:20]=[C:21]([CH:24]=[C:25]([Cl:27])[CH:26]=1)[CH2:22][NH:1][C@@H:2]([CH3:17])[C@@H:3]([C:5]1[CH:6]=[CH:7][C:8]([OH:16])=[C:9]([NH:11][S:12]([CH3:15])(=[O:14])=[O:13])[CH:10]=1)[OH:4]. Procedure: Borane-pyridine complex (130 μL, 1.21 mmol) was added to an methanol solution (4 mL) of an amine (3) (105 mg, 0.40 mmol) and 3,5-dichlorobenzaldehyde (95 mg, 0.52 mmol) at 40° C. and the mixture was stirred for 1.5 hours. The reaction mixture was allowed to cool to room temperature and extracted after addition of water with a mixed solvent (ethyl acetate: methanol-10:1), and the organic layer was washed with saturated aqueous sodium chloride solution. The organic layer was dried and concentrated...